This data is from the Open Reaction Database (ORD), a public repository of structured organic reaction records. The task is: describe an organic reaction: reactants, conditions, products, and yield Reactants: CCO, COC(=O)c1cc(F)cc(CO)c1, [Pd]. The product is COC(=O)c1cc(C)cc(F)c1. Reaction SMILES: [CH3:15][CH2:16][OH:17].[CH3:1][O:2][C:3]([c:4]1[cH:5][c:6]([F:12])[cH:7][c:8]([CH2:10][OH:11])[cH:9]1)=[O:13].[Pd:14]>>[CH3:1][O:2][C:3]([c:4]1[cH:5][c:6]([F:12])[cH:7][c:8]([CH3:10])[cH:9]1)=[O:13]. Starting materials: O=C([O-])O, CCOC(=O)c1[nH]c(C)cc1C, [Na+], O=[N+]([O-])O. The product is CCOC(=O)c1[nH]c(C)c([N+](=O)[O-])c1C. As a reaction SMILES: [C:17](=[O:18])([OH:19])[O-:20].[CH3:5][c:6]1[c:7]([C:12](=[O:13])[O:14][CH2:15][CH3:16])[nH:8][c:9]([CH3:11])[cH:10]1.[Na+:21].[OH:1][N+:2]([O-:3])=[O:4]>>[O-:1][N+:2](=[O:4])[c:10]1[c:6]([CH3:5])[c:7]([C:12](=[O:13])[O:14][CH2:15][CH3:16])[nH:8][c:9]1[CH3:11]. Reactants: NC1=C(C(=NN1)NC1=CC(=CC=C1)Cl)C(=O)N (5-amino-3-((3-chlorophenyl)amino)-1H-pyrazole-4-carboxamide), CS(=O)(=O)C1=CC=C(C=O)C=C1 (4-methylsulphonyl benzaldehyde). The reagents and catalysts are N1CCCCC1 (piperidine). Solvent: CCO (EtOH). Yields the product ClC=1C=C(C=CC1)NC1=NNC(=C1C(=O)N)N=CC1=CC=C(C=C1)S(=O)(=O)C (3-((3-chlorophenyl)amino)-5-((4-(methylsulfonyl)benzylidene)amino)-1H-pyrazole-4-carboxamide). Reaction SMILES: [NH2:1][C:2]1[NH:6][N:5]=[C:4]([NH:7][C:8]2[CH:13]=[CH:12][CH:11]=[C:10]([Cl:14])[CH:9]=2)[C:3]=1[C:15]([NH2:17])=[O:16].[CH3:18][S:19]([C:22]1[CH:29]=[CH:28][C:25]([CH:26]=O)=[CH:24][CH:23]=1)(=[O:21])=[O:20]>CCO.N1CCCCC1>[Cl:14][C:10]1[CH:9]=[C:8]([NH:7][C:4]2[C:3]([C:15]([NH2:17])=[O:16])=[C:2]([N:1]=[CH:26][C:25]3[CH:24]=[CH:23][C:22]([S:19]([CH3:18])(=[O:21])=[O:20])=[CH:29][CH:28]=3)[NH:6][N:5]=2)[CH:13]=[CH:12][CH:11]=1. Reported procedure: 5-amino-3-((3-chlorophenyl)amino)-1H-pyrazole-4-carboxamide was then suspended in EtOH and 4-methylsulphonyl benzaldehyde (1 eq.) and piperidine (1 drop) were added. Stirred at reflux until intermediate was absent (HPLC). After reaction was complete (18 hrs) it was brought to room temperature and filtered to obtain product as a yellow powder. Powder was washed with EtOH. Product was allowed to dry under vacuum for 1 hr. Starting materials: O=C1CCC(=O)N1Br, COC(=O)C(Oc1ccc(C)cc1C1(C)CCCCC1)c1ccccc1, ClC(Cl)(Cl)Cl, CC(C)(C#N)N=NC(C)(C)C#N. Yields the product COC(=O)C(Oc1ccc(CBr)cc1C1(C)CCCCC1)c1ccccc1. RXN SMILES: [Br:27][N:28]1[C:29](=[O:30])[CH2:31][CH2:32][C:33]1=[O:34].[CH3:1][C:2]1([c:8]2[c:9]([O:10][CH:11]([C:12](=[O:13])[O:14][CH3:15])[c:16]3[cH:17][cH:18][cH:19][cH:20][cH:21]3)[cH:22][cH:23][c:24]([CH3:26])[cH:25]2)[CH2:3][CH2:4][CH2:5][CH2:6][CH2:7]1.[Cl:47][C:48]([Cl:49])([Cl:50])[Cl:51].[N:35]#[C:36][C:37]([N:38]=[N:39][C:40]([C:41]#[N:42])([CH3:43])[CH3:44])([CH3:45])[CH3:46]>>[CH3:1][C:2]1([c:8]2[c:9]([O:10][CH:11]([C:12](=[O:13])[O:14][CH3:15])[c:16]3[cH:17][cH:18][cH:19][cH:20][cH:21]3)[cH:22][cH:23][c:24]([CH2:26][Br:27])[cH:25]2)[CH2:3][CH2:4][CH2:5][CH2:6][CH2:7]1. The reactants are COC(=O)C1=CC=C(O1)C=1C2=C(N(N1)C1=CC=CC=C1)C=C[Se]2 (3-(5-Methoxycarbonyl-2-furyl)-1-phenylselenolo[3,2-c]-pyrazole), O (water), C(C)(=O)OCC (ethyl acetate). The solvent is [OH-].[Na+] (NaOH). The product is OC(=O)C1=CC=C(O1)C=1C2=C(N(N1)C1=CC=CC=C1)C=C[Se]2 (3-(5-Hydroxycarbonyl-2-furyl)-1-phenylselenolo[3,2-c]pyrazole), crystals. Yield: 78.0%. Reaction SMILES: C[O:2][C:3]([C:5]1[O:9][C:8]([C:10]2[C:11]3[Se:23][CH:22]=[CH:21][C:12]=3[N:13]([C:15]3[CH:20]=[CH:19][CH:18]=[CH:17][CH:16]=3)[N:14]=2)=[CH:7][CH:6]=1)=[O:4].C(OCC)(=O)C.O>[OH-].[Na+]>[OH:4][C:3]([C:5]1[O:9][C:8]([C:10]2[C:11]3[Se:23][CH:22]=[CH:21][C:12]=3[N:13]([C:15]3[CH:20]=[CH:19][CH:18]=[CH:17][CH:16]=3)[N:14]=2)=[CH:7][CH:6]=1)=[O:2] |f:3.4|. Procedure: Compound 34 (1.49 g, 0.004 mole) in 40 ml of 10% NaOH solution was heated under refluxing for 2 h. The progress of the hydrolysis reaction was monitored by TLC with ethyl acetate (EA). When the reaction was completed, the reaction mixture was poured into water to stop the reaction, and then was extracted with toluene. The aqueous layer was recovered, and acidified with 10% HCl solution, which was then extracted with EA. The organic layer was recovered and dried over MgSO4 and filtered. The solve... Starting materials: ClCCl, COc1ccc2c(c1)C(N1CCNCC1)CCC2, [Cl-], O=C(O)Cc1ccc(F)cc1, O=S(Cl)Cl. Yields the product COc1ccc2c(c1)C(N1CCN(C(=O)Cc3ccc(F)cc3)CC1)CCC2. RXN SMILES: [CH2:35]([Cl:36])[Cl:37].[CH3:1][O:2][c:3]1[cH:4][cH:5][c:6]2[c:11]([cH:12]1)[CH:10]([N:13]1[CH2:14][CH2:15][NH:16][CH2:17][CH2:18]1)[CH2:9][CH2:8][CH2:7]2.[Cl-:19].[F:20][c:21]1[cH:22][cH:23][c:24]([CH2:27][C:28](=[O:29])[OH:30])[cH:25][cH:26]1.[S:31]([Cl:32])([Cl:33])=[O:34]>>[CH3:1][O:2][c:3]1[cH:4][cH:5][c:6]2[c:11]([cH:12]1)[CH:10]([N:13]1[CH2:14][CH2:15][N:16]([C:28]([CH2:27][c:24]3[cH:23][cH:22][c:21]([F:20])[cH:26][cH:25]3)=[O:29])[CH2:17][CH2:18]1)[CH2:9][CH2:8][CH2:7]2. Starting materials: CCOC(=O)CC(=O)OCC, ClC(Cl)(Cl)Cl, CCO, Cc1ccccc1, O=C(Cl)c1ccc(I)cc1Cl, [Mg], O, O=S(=O)(O)O. The product is CCOC(=O)C(C(=O)OCC)C(=O)c1ccc(I)cc1Cl. RXN SMILES: [C:2]([CH2:3][C:4](=[O:5])[O:6][CH2:7][CH3:8])(=[O:9])[O:10][CH2:11][CH3:12].[C:40]([Cl:41])([Cl:42])([Cl:43])[Cl:44].[CH3:29][CH2:30][OH:31].[CH3:32][c:33]1[cH:34][cH:35][cH:36][cH:37][cH:38]1.[Cl:13][c:14]1[c:15]([C:16](=[O:17])[Cl:18])[cH:19][cH:20][c:21]([I:23])[cH:22]1.[Mg:1].[OH2:39].[S:24](=[O:25])(=[O:26])([OH:27])[OH:28]>>[C:2]([CH:3]([C:4](=[O:5])[O:6][CH2:7][CH3:8])[C:16]([c:15]1[c:14]([Cl:13])[cH:22][c:21]([I:23])[cH:20][cH:19]1)=[O:17])(=[O:9])[O:10][CH2:11][CH3:12]. The reactants are Cl.COC1=C(C=2CC3C(CNC3)C2C=C1)OC (6,7-Dimethoxy-1,2,3,3a,8,8a-hexahydro-indeno[1,2-c]pyrrole hydrochloride), C(Cl)Cl (CH2Cl2), B(Br)(Br)Br (boron tribromide). The solvent is CO (methanol). Reaction conditions: temperature 0 celsius, time 1 hour. Product: Br.C1C2C(CN1)C=1C=CC(=C(C1C2)O)O (1,2,3,3a,8,8a-Hexahydro-indeno[1,2-c]pyrrole 6,7-diol hydrobromide). As a reaction SMILES: Cl.C[O:3][C:4]1[CH:15]=[CH:14][C:13]2[CH:9]3[CH2:10][NH:11][CH2:12][CH:8]3[CH2:7][C:6]=2[C:5]=1[O:16]C.C(Cl)Cl.B(Br)(Br)[Br:22]>CO>[BrH:22].[CH2:12]1[NH:11][CH2:10][CH:9]2[C:13]3[CH:14]=[CH:15][C:4]([OH:3])=[C:5]([OH:16])[C:6]=3[CH2:7][CH:8]12 |f:0.1,5.6|. Procedure: 2.00 g. of the resultant compound of Example 6 in 13 ml. CH2Cl2 under a nitrogen atmosphere at -78° C. was treated with 10 g. boron tribromide (BBr3). The mixture was stirred at 0° C. for 1 hour and then cooled to -78° C. while 50 ml. methanol was added slowly. The solution was concentrated in vacuum and the residue was crystallized from acetonitrile to get 1.97 g. product, m.p. 206°-208° C.